This data is from the Open Reaction Database (ORD), a public repository of structured organic reaction records. The task is: describe an organic reaction: reactants, conditions, products, and yield Reactants: O[C@H]1C[C@H]2CC[C@H]3[C@@H]4CCC([C@@]4(C)[C@H](C[C@@H]3[C@]2(CC1)C)O)=O (3α, 12α-dihydroxy-5β-androstan-17-one), [Si](C)(C)(C(C)(C)C)Cl (tert-butyldimethylsilyl chloride), N1C=NC=C1 (imidazole). Reagents/catalysts: CN(C1=CC=NC=C1)C (4-dimethylaminopyridine). Solvent: CN(C=O)C (dimethylformamide), CCOCC (ether). Run at time 1 hour. The product is [Si](C)(C)(C(C)(C)C)O[C@H]1C[C@H]2CC[C@H]3[C@@H]4CCC([C@@]4(C)[C@H](C[C@@H]3[C@]2(CC1)C)O)=O (3α-tert-butyldimethylsilyloxy-12α-hydroxy-5β-androstan-17-one). As a reaction SMILES: [OH:1][C@@H:2]1[CH2:19][CH2:18][C@@:17]2([CH3:20])[C@H:4]([CH2:5][CH2:6][C@@H:7]3[C@@H:16]2[CH2:15][C@H:14]([OH:21])[C@@:12]2([CH3:13])[C@H:8]3[CH2:9][CH2:10][C:11]2=[O:22])[CH2:3]1.[Si:23](Cl)([C:26]([CH3:29])([CH3:28])[CH3:27])([CH3:25])[CH3:24].N1C=CN=C1>CN(C)C1C=CN=CC=1.CN(C)C=O.CCOCC>[Si:23]([O:1][C@@H:2]1[CH2:19][CH2:18][C@@:17]2([CH3:20])[C@H:4]([CH2:5][CH2:6][C@@H:7]3[C@@H:16]2[CH2:15][C@H:14]([OH:21])[C@@:12]2([CH3:13])[C@H:8]3[CH2:9][CH2:10][C:11]2=[O:22])[CH2:3]1)([C:26]([CH3:29])([CH3:28])[CH3:27])([CH3:25])[CH3:24]. Procedure: A mixture of 3α, 12α-dihydroxy-5β-androstan-17-one (4.29 g), tert-butyldimethylsilyl chloride (3.26 g), 4-dimethylaminopyridine (0.17 g) and imidazole (1.9 g) in dimethylformamide (38 ml) is stirred at room temperature for about 1 hour, diluted with ether and washed with water. The organic solution is dried over magnesium sulfate, filtered and concentrated in vacuo to give the desired product which is used, without further treatment, for the next step. Starting materials: CO (methanol), OC1=CC=NC2=CC=CC=C12 (4-hydroxyquinoline), C(C)(C)N(CC)C(C)C (diisopropylethylamine), C[Si](C)(C)C=[N+]=[N-].CCCCCC (trimethylsilyldiazomethane hexane). Solvent: C(C)#N (acetonitrile). Run at time 13 hour. Yields the product COC1=CC=NC2=CC=CC=C12 (4-methoxyquinoline). As a reaction SMILES: CO.[OH:3][C:4]1[C:13]2[C:8](=[CH:9][CH:10]=[CH:11][CH:12]=2)[N:7]=[CH:6][CH:5]=1.[CH:14](N(C(C)C)CC)(C)C.C[Si](C=[N+]=[N-])(C)C.CCCCCC>C(#N)C>[CH3:14][O:3][C:4]1[C:13]2[C:8](=[CH:9][CH:10]=[CH:11][CH:12]=2)[N:7]=[CH:6][CH:5]=1 |f:3.4|. Procedure: To 15 mL of methanol containing 4.02 g of 4-hydroxyquinoline and 130 mL of an acetonitrile solution, 5.01 g of diisopropylethylamine and 19.4 mL of a 2.0 mol/L trimethylsilyldiazomethane/hexane solution were added at room temperature, and the mixture was stirred for 13 hours, and the solvent was removed under reduced pressure. The residue thus obtained was purified by silica gel column chromatography [silica gel; Chromatorex-NH, manufactured by Fuji Silysia Chemical Ltd., eluent; hexane:ethyl ac... The reactants are CCO, Cc1ccc(C=O)cc1[N+](=O)[O-], CC(=O)[O-], Cl, NO, [Na+], O. Product: Cc1ccc(C=NO)cc1[N+](=O)[O-]. Reaction SMILES: [CH3:16][CH2:17][OH:18].[CH3:1][c:2]1[c:3]([N+:10](=[O:11])[O-:12])[cH:4][c:5]([CH:6]=[O:7])[cH:8][cH:9]1.[CH3:20][C:21](=[O:22])[O-:23].[ClH:13].[NH2:14][OH:15].[Na+:19].[OH2:24]>>[CH3:1][c:2]1[c:3]([N+:10](=[O:11])[O-:12])[cH:4][c:5]([CH:6]=[N:14][OH:15])[cH:8][cH:9]1. Reactants: C1(=CCCCC1)C1=C(C=C(C(=O)N)C=C1)C(F)(F)F (4-(1-Cyclohexen-1-yl)-3-(trifluoromethyl)benzamide). Reagents/catalysts: [Pd] (palladium on carbon). Solvent: CO (methanol). The product is C1(CCCCC1)C1=C(C=C(C(=O)N)C=C1)C(F)(F)F (4-Cyclohexyl-3-(trifluoromethyl)benzamide). The yield is 95.9%. As a reaction SMILES: [C:1]1([C:7]2[CH:15]=[CH:14][C:10]([C:11]([NH2:13])=[O:12])=[CH:9][C:8]=2[C:16]([F:19])([F:18])[F:17])[CH2:6][CH2:5][CH2:4][CH2:3][CH:2]=1>CO.[Pd]>[CH:1]1([C:7]2[CH:15]=[CH:14][C:10]([C:11]([NH2:13])=[O:12])=[CH:9][C:8]=2[C:16]([F:17])([F:18])[F:19])[CH2:2][CH2:3][CH2:4][CH2:5][CH2:6]1. Procedure details: 4-(1-Cyclohexen-1-yl)-3-(trifluoromethyl)benzamide (D66) (850 mg, 3.16 mmol) was dissolved in methanol (63 ml) and hydrogenated using an H-Cube, using palladium on carbon at 40° C. with a flow rate of 2 mL/min. The solvent was removed in vacuo to give the title compound as a white solid (822 mg). δH (CDCl3, 400 MHz): 8.08 (1H, d), 7.94 (1H, dd), 7.52 (1H, d), 6.54 (2H, brs), 2.97 (1H, m), 1.90-1.75 (5H, m), 1.50-1.22 (5H, m). MS (ES): C14H16F3NO requires 271; found 272 (MH+).